This data is from the Open Reaction Database (ORD), a public repository of structured organic reaction records. The task is: describe an organic reaction: reactants, conditions, products, and yield Reaction SMILES: C([O:5][C:6]([CH2:8][O:9][C:10]1[CH:40]=[CH:39][C:13]2[C:14]([NH:27][C:28]([C@H:30]3[CH2:35][CH2:34][C@H:33]([N:36]([CH3:38])[CH3:37])[CH2:32][CH2:31]3)=[O:29])=[C:15]([C:17]([NH:19][C:20]3[CH:25]=[CH:24][C:23]([Cl:26])=[CH:22][N:21]=3)=[O:18])[O:16][C:12]=2[CH:11]=1)=[O:7])(C)(C)C>Cl.O1CCOCC1.C(OCC)C>[ClH:26].[C:6]([CH2:8][O:9][C:10]1[CH:40]=[CH:39][C:13]2[C:14]([NH:27][C:28]([C@H:30]3[CH2:35][CH2:34][C@H:33]([N:36]([CH3:37])[CH3:38])[CH2:32][CH2:31]3)=[O:29])=[C:15]([C:17]([NH:19][C:20]3[CH:25]=[CH:24][C:23]([Cl:26])=[CH:22][N:21]=3)=[O:18])[O:16][C:12]=2[CH:11]=1)([OH:7])=[O:5] |f:4.5|. Yields the product Cl.C(=O)(O)COC1=CC2=C(C(=C(O2)C(=O)NC2=NC=C(C=C2)Cl)NC(=O)[C@@H]2CC[C@H](CC2)N(C)C)C=C1 (Trans-6-carboxymethyloxy-3-[4-(dimethylamino)-cyclohexylcarbonylamino]-N-(5-chloropyridin-2-yl)benzofuran-2-carboxamide hydrochloride). Reported procedure: Trans-6-t-butoxycarbonylmethyloxy-3-[4-(dimethylamino)cyclohexylcarbonylamino]-N-(5-chloropyridin-2-yl)-benzofuran-2-carboxamide (21 mg) obtained in Example 153 is suspended in 4N hydrogen chloride in dioxane (8 ml), and the mixture is stirred at room temperature for 28 hours. The reaction solution is diluted with diethyl ether, and the precipitates are collected by filtration, washed several times with diethyl ether, and dried to give the title compound (17 mg). Starting materials: C(C)(C)(C)OC(=O)COC1=CC2=C(C(=C(O2)C(=O)NC2=NC=C(C=C2)Cl)NC(=O)[C@@H]2CC[C@H](CC2)N(C)C)C=C1 (Trans-6-t-butoxycarbonylmethoxy-3-[4-(dimethylamino)cyclohexylcarbonylamino]-N-(5-chloropyridin-2-yl)benzofuran-2-carboxamide). Solvent: C(C)OCC (diethyl ether), Cl (hydrogen chloride), O1CCOCC1 (dioxane). The yield is 167.7%. Run at time 28 hour. Starting materials: BrC1=CC=C(C=C1)C1=NN(C=N1)C1=CC=C(C=C1)OC(F)(F)F (3-(4-bromophenyl)-1-(4-(trifluoromethoxy)phenyl)-1H-1,2,4-triazole), C([O-])([O-])=O.[Na+].[Na+] (sodium carbonate). Reagents/catalysts: C=1C=CC(=CC1)[P](C=2C=CC=CC2)(C=3C=CC=CC3)[Pd]([P](C=4C=CC=CC4)(C=5C=CC=CC5)C=6C=CC=CC6)([P](C=7C=CC=CC7)(C=8C=CC=CC8)C=9C=CC=CC9)[P](C=1C=CC=CC1)(C=1C=CC=CC1)C=1C=CC=CC1 (tetrakis(triphenylphosphine)palladium(0)). The product is C1(=CC=C(C=C1)C1=NN(C=N1)C1=CC=C(C=C1)OC(F)(F)F)C=1CCCCC1 (3-(2′,3′,4′,5′-tetrahydro-[1,1′-biphenyl]-4-yl)-1-(4-(trifluoromethoxy)phenyl)-1H-1,2,4-triazole). As a reaction SMILES: Br[C:2]1[CH:7]=[CH:6][C:5]([C:8]2[N:12]=[CH:11][N:10]([C:13]3[CH:18]=[CH:17][C:16]([O:19][C:20]([F:23])([F:22])[F:21])=[CH:15][CH:14]=3)[N:9]=2)=[CH:4][CH:3]=1.C(=O)([O-])[O-].[Na+].[Na+]>C1C=CC([P]([Pd]([P](C2C=CC=CC=2)(C2C=CC=CC=2)C2C=CC=CC=2)([P](C2C=CC=CC=2)(C2C=CC=CC=2)C2C=CC=CC=2)[P](C2C=CC=CC=2)(C2C=CC=CC=2)C2C=CC=CC=2)(C2C=CC=CC=2)C2C=CC=CC=2)=CC=1>[C:2]1([C:2]2[CH2:7][CH2:6][CH2:5][CH2:4][CH:3]=2)[CH:7]=[CH:6][C:5]([C:8]2[N:12]=[CH:11][N:10]([C:13]3[CH:18]=[CH:17][C:16]([O:19][C:20]([F:23])([F:22])[F:21])=[CH:15][CH:14]=3)[N:9]=2)=[CH:4][CH:3]=1 |f:1.2.3,^1:33,35,54,73|. Procedure details: The title compound was prepared as described in Example 10 using 3-(4-bromophenyl)-1-(4-(trifluoromethoxy)phenyl)-1H-1,2,4-triazole (C52) with tetrakis(triphenylphosphine)palladium(0) as catalyst, sodium carbonate as base and heating to 100° C. for 3 hours; isolated as an orange solid (2.18 g, 57%, 79% pure): 1H NMR (400 MHz, CDCl3) δ 8.56 (s, 1H), 8.15-8.06 (m, 2H), 7.80 (dd, J=9.0, 2.3 Hz, 2H), 7.50 (d, J=8.4 Hz, 2H), 7.39 (ddd, J=8.0, 2.5, 1.3 Hz, 2H), 6.28-6.21 (m, 1H), 2.46 (ddt, J=6.3, 4.1...